Dataset: the Open Reaction Database (ORD), a public repository of structured organic reaction records. Task: describe an organic reaction: reactants, conditions, products, and yield Reactants: [BH4-].[Na+] (Sodium borohydride), S1C2=C(C=C1)C=C(C=C2)C=2N1C(SC2C=O)=NCC1 (3-(benzo[b]thiophen-5-yl)-5,6-dihydroimidazo[2,1-b]thiazole-2-carboxaldehyde), O (Water). The solvent is CO (methanol). Run at time 1.5 hour. Yields the product S1C2=C(C=C1)C=C(C=C2)C=2N1C(SC2CO)=NCC1 ([3-(benzo[b]thiophen-5-yl)-5,6-dihydroimidazo[2,1-b]-thiazol-2-yl]methanol). The yield is 14.8%. Reaction SMILES: [BH4-].[Na+].[S:3]1[CH:7]=[CH:6][C:5]2[CH:8]=[C:9]([C:12]3[N:13]4[CH2:21][CH2:20][N:19]=[C:14]4[S:15][C:16]=3[CH:17]=[O:18])[CH:10]=[CH:11][C:4]1=2.O>CO>[S:3]1[CH:7]=[CH:6][C:5]2[CH:8]=[C:9]([C:12]3[N:13]4[CH2:21][CH2:20][N:19]=[C:14]4[S:15][C:16]=3[CH2:17][OH:18])[CH:10]=[CH:11][C:4]1=2 |f:0.1|. Procedure details: Sodium borohydride (0.13 g) was added in portions at 0-5° C. to a stirred suspension of 3-(benzo[b]thiophen-5-yl)-5,6-dihydroimidazo[2,1-b]thiazole-2-carboxaldehyde (0.67 g) in methanol (20 ml), then the mixture was stirred at this temperature for 45 minutes and at ambient temperature for 1.5 hours. Water (10 ml) was added dropwise, the mixture was stirred at ambient temperature for 1 hour, and the resulting solid was collected by filtration and washed with water. The solid was dissolved in etha... Starting materials: C(CCCCCC)C1=CC=C(C(=O)CCCCC(=O)O)C=C1 (5-(4-n-heptylbenzoyl)pentanoic acid), S(O)(O)(=O)=O (sulfuric acid), [N+](=O)(O)[O-] (nitric acid), S(O)(O)(=O)=O (sulfuric acid). Run in ice water. Product: [N+](=O)([O-])C=1C=C(C(=O)CCCCC(=O)O)C=CC1CCCCCCC (5-(3-nitro-4-n-heptylbenzoyl)pentanoic acid). RXN SMILES: [CH2:1]([C:8]1[CH:22]=[CH:21][C:11]([C:12]([CH2:14][CH2:15][CH2:16][CH2:17][C:18]([OH:20])=[O:19])=[O:13])=[CH:10][CH:9]=1)[CH2:2][CH2:3][CH2:4][CH2:5][CH2:6][CH3:7].S(=O)(=O)(O)O.[N+:28]([O-])([OH:30])=[O:29]>>[N+:28]([C:9]1[CH:10]=[C:11]([CH:21]=[CH:22][C:8]=1[CH2:1][CH2:2][CH2:3][CH2:4][CH2:5][CH2:6][CH3:7])[C:12]([CH2:14][CH2:15][CH2:16][CH2:17][C:18]([OH:20])=[O:19])=[O:13])([O-:30])=[O:29]. Procedure: 5-(4-n-heptylbenzoyl)pentanoic acid (30.5 g; 0.1 mole) is added slowly to concentrated sulfuric acid (3 ml) while maintaining the mixture temperature below 5° C. with external cooling. A mixture of concentrated nitric acid (8 ml) and sulfuric acid (12 ml) is added dropwise over one hour with the reaction temperature maintained below 5° C. The reaction mixture is poured into ice water (1 liter). The precipitate is collected, dissolved in 2N potassium hydroxide (200 ml), diluted with water (to 400... Reactants: CCOC(=O)c1cn(C2CCN(C(=O)OC(C)(C)C)C2)c2ccc(I)cc2c1=O, C1COCCO1, Cl. The product is Cl, CCOC(=O)c1cn(C2CCNC2)c2ccc(I)cc2c1=O. As a reaction SMILES: [C:1]([O:2][C:3](=[O:4])[N:8]1[CH2:9][CH:10]([n:13]2[cH:14][c:15]([C:25](=[O:26])[O:27][CH2:28][CH3:29])[c:16](=[O:24])[c:17]3[cH:18][c:19]([I:23])[cH:20][cH:21][c:22]23)[CH2:11][CH2:12]1)([CH3:5])([CH3:6])[CH3:7].[CH2:31]1[O:32][CH2:33][CH2:34][O:35][CH2:36]1.[ClH:30]>>[ClH:30].[NH:8]1[CH2:9][CH:10]([n:13]2[cH:14][c:15]([C:25](=[O:26])[O:27][CH2:28][CH3:29])[c:16](=[O:24])[c:17]3[cH:18][c:19]([I:23])[cH:20][cH:21][c:22]23)[CH2:11][CH2:12]1. Reactants: C1(=CC=C(C=C1)S(=O)(=O)Cl)C (p-toluenesulphonyl chloride), ice, OCCC1(CCCCC1)O (1-(2-hydroxyethyl)cyclohexanol), N1=CC=CC=C1 (pyridine). Solvent: ClCCl (dichloromethane). Reaction conditions: time 3 hour. Yields the product C1(=CC=C(C=C1)S(=O)(=O)OCCC1(CCCCC1)O)C (1-(2-p-toluenesulphonyloxyethyl)cyclohexanol). RXN SMILES: [OH:1][CH2:2][CH2:3][C:4]1([OH:10])[CH2:9][CH2:8][CH2:7][CH2:6][CH2:5]1.N1C=CC=CC=1.[C:17]1([CH3:27])[CH:22]=[CH:21][C:20]([S:23](Cl)(=[O:25])=[O:24])=[CH:19][CH:18]=1>ClCCl>[C:17]1([CH3:27])[CH:22]=[CH:21][C:20]([S:23]([O:1][CH2:2][CH2:3][C:4]2([OH:10])[CH2:9][CH2:8][CH2:7][CH2:6][CH2:5]2)(=[O:25])=[O:24])=[CH:19][CH:18]=1. Procedure: To an ice-cooled solution of 1-(2-hydroxyethyl)cyclohexanol (11.2 g) and pyridine (17 ml) in dichloromethane (100 ml) was added p-toluenesulphonyl chloride (19.5 g). The mixture was then stirred at room temperature under an atomosphere of nitrogen for 3 hours before being partitioned between ether (300 ml) and water. The organic layer was washed consecutively with 4N hydrochloric acid, water, 5% sodium hydrogen carbonate solution, and brine, and dried. Concentration in vacuo gave a residue which... Reactants: S=C(n1ccnc1)n1ccnc1, C1CCOC1, CCOC(C)=O, COC(=O)c1cc(NS(=O)(=O)c2ccc3ccc(N)cc3c2)ccc1Cl. Product: COC(=O)c1cc(NS(=O)(=O)c2ccc3ccc(N=C=S)cc3c2)ccc1Cl. RXN SMILES: [C:27](=[S:28])([n:29]1[cH:30][cH:31][n:32][cH:33]1)[n:34]1[cH:35][cH:36][n:37][cH:38]1.[CH2:39]1[O:40][CH2:41][CH2:42][CH2:43]1.[CH3:44][CH2:45][O:46][C:47](=[O:48])[CH3:49].[NH2:1][c:2]1[cH:3][cH:4][c:5]2[cH:6][cH:7][c:8]([S:12](=[O:13])(=[O:14])[NH:15][c:16]3[cH:17][cH:18][c:19]([Cl:26])[c:20]([C:21](=[O:22])[O:23][CH3:24])[cH:25]3)[cH:9][c:10]2[cH:11]1>>[N:1]([c:2]1[cH:3][cH:4][c:5]2[cH:6][cH:7][c:8]([S:12](=[O:13])(=[O:14])[NH:15][c:16]3[cH:17][cH:18][c:19]([Cl:26])[c:20]([C:21](=[O:22])[O:23][CH3:24])[cH:25]3)[cH:9][c:10]2[cH:11]1)=[C:27]=[S:28]. Reactants: Peptides, Peptide, C(=O)(O)[O-].[Na+] (NaHCO3), NCCOC1CCC2(C3CC(C4(C(CCC4C3C(CC2C1)O)C(CCC(=O)OC)C)C)O)C (methyl 4-[3-(2-aminoethoxy)-7,12-dihydroxy-10,13-dimethylhexadecahydrocyclopenta[a]phenanthren-17-yl]pentanoate), BrC=1C=C(C(=O)O)C=CC1 (3-bromobenzoic acid), O[(cyano(ethoxycarbonyl)methylene)amino]-1,1,3,3-tetramethyluronium tetrafluoroborate, C(C)N1CCOCC1 (N-ethylmorpholine). The solvent is CN(C)C=O (DMF). Run at time 20.5 hour. Product: BrC=1C=C(C(=O)NCCOC2CCC3(C4CC(C5(C(CCC5C4C(CC3C2)O)C(CCC(=O)OC)C)C)O)C)C=CC1 (Methyl 4-{3-[2-(3-bromobenzoylamino)ethoxy]-7,12-dihydroxy-10,13-dimethylhexadecahydrocyclopenta[a]phenanthren-17-yl}pentanoate). Isolated yield 47.0%. RXN SMILES: [NH2:1][CH2:2][CH2:3][O:4][CH:5]1[CH2:21][CH:20]2[C:8]([CH3:33])([CH:9]3[CH:17]([CH:18]([OH:22])[CH2:19]2)[CH:16]2[C:12]([CH3:31])([CH:13]([CH:23]([CH3:30])[CH2:24][CH2:25][C:26]([O:28][CH3:29])=[O:27])[CH2:14][CH2:15]2)[CH:11]([OH:32])[CH2:10]3)[CH2:7][CH2:6]1.[Br:34][C:35]1[CH:36]=[C:37]([CH:41]=[CH:42][CH:43]=1)[C:38](O)=[O:39].C(N1CCOCC1)C.C([O-])(O)=O.[Na+]>CN(C=O)C>[Br:34][C:35]1[CH:36]=[C:37]([CH:41]=[CH:42][CH:43]=1)[C:38]([NH:1][CH2:2][CH2:3][O:4][CH:5]1[CH2:21][CH:20]2[C:8]([CH3:33])([CH:9]3[CH:17]([CH:18]([OH:22])[CH2:19]2)[CH:16]2[C:12]([CH3:31])([CH:13]([CH:23]([CH3:30])[CH2:24][CH2:25][C:26]([O:28][CH3:29])=[O:27])[CH2:14][CH2:15]2)[CH:11]([OH:32])[CH2:10]3)[CH2:7][CH2:6]1)=[O:39] |f:3.4|. Procedure: 932 mg of methyl 4-[3-(2-aminoethoxy)-7,12-dihydroxy-10,13-dimethylhexadecahydrocyclopenta[a]phenanthren-17-yl]pentanoate (Example 1d) and 402 mg of 3-bromobenzoic acid are dissolved in 20 ml of anhydrous DMF and first 656 mg of O[(cyano(ethoxycarbonyl)methylene)amino]-1,1,3,3-tetramethyluronium tetrafluoroborate (TOTU) (Proceedings of the 21st European Peptide Symposium, Peptides 1990, Editors E. Giralt and D. Andreu, Escom, Leiden, 1991) and then 760 μL of N-ethylmorpholine are added at 0° C. ...